Dataset: the Open Reaction Database (ORD), a public repository of structured organic reaction records. Task: describe an organic reaction: reactants, conditions, products, and yield The reactants are C(C)(=O)NC1=C(CO)C=CC=C1 (N-acetyl-2-amino-benzylalcohol). The reagents and catalysts are O=[Mn]=O (MnO2). Run in C(Cl)(Cl)Cl (CHCl3). Run at time 12 hour. Yields the product C(C)(=O)NC1=C(C=O)C=CC=C1 (N-acetyl-2-aminobenzaldehyde). The yield is 70.9%. RXN SMILES: [C:1]([NH:4][C:5]1[CH:12]=[CH:11][CH:10]=[CH:9][C:6]=1[CH2:7][OH:8])(=[O:3])[CH3:2]>C(Cl)(Cl)Cl.O=[Mn]=O>[C:1]([NH:4][C:5]1[CH:12]=[CH:11][CH:10]=[CH:9][C:6]=1[CH:7]=[O:8])(=[O:3])[CH3:2]. Procedure details: To a stirred solution of N-acetyl-2-amino-benzylalcohol (20 g) in dry CHCl3 (500 mL) was added MnO2 (160 g, 8 equivalents) and allowed to stir at room temperature for 12 h. The reaction mixture was filtered through celite and concentrated. The crude product was recrystallised from CHCl3/petrol ether to give N-acetyl-2-aminobenzaldehyde (14 g, 73%). Reactants: ClC1=CC=C(C=C1)SC1=C2N(C=3C=C(C=C(C13)C(CC)O)F)CCC2CC(=O)O ([9-[(4-chlorophenyl)sulfanyl]-6-fluoro-8-(1-hydroxypropyl)-2,3-dihydro-1H-pyrrolo[1,2-a]indol-1-yl]acetic acid), FC(C(=O)O)(F)F (trifluoroacetic acid), C(C)[SiH](CC)CC (triethylsilane). Run in C(Cl)Cl (CH2Cl2). Conditions: time 1 hour. Product: ClC1=CC=C(C=C1)SC1=C2N(C=3C=C(C=C(C13)CCC)F)CCC2CC(=O)O ({9-[(4-chlorophenyl)thio]-6-fluoro-8-propyl-2,3-dihydro-1H-pyrrolo[1,2-a]indol-1-yl}acetic acid). Isolated yield 29.9%. Reaction SMILES: [Cl:1][C:2]1[CH:7]=[CH:6][C:5]([S:8][C:9]2[C:17]3[C:16]([CH:18](O)[CH2:19][CH3:20])=[CH:15][C:14]([F:22])=[CH:13][C:12]=3[N:11]3[CH2:23][CH2:24][CH:25]([CH2:26][C:27]([OH:29])=[O:28])[C:10]=23)=[CH:4][CH:3]=1.FC(F)(F)C(O)=O.C([SiH](CC)CC)C>C(Cl)Cl>[Cl:1][C:2]1[CH:7]=[CH:6][C:5]([S:8][C:9]2[C:17]3[C:16]([CH2:18][CH2:19][CH3:20])=[CH:15][C:14]([F:22])=[CH:13][C:12]=3[N:11]3[CH2:23][CH2:24][CH:25]([CH2:26][C:27]([OH:29])=[O:28])[C:10]=23)=[CH:4][CH:3]=1. Reported procedure: To a solution of [9-[(4-chlorophenyl)thio]-6-fluoro-8-(1-hydroxypropyl)-2,3-dihydro-1H-pyrrolo[1,2-a]indol-1-yl]acetic acid (Example 19, 36 mg, 0.08 mmol) in CH2Cl2 were added trifluoroacetic acid (0.5 mL) and triethylsilane (0.2 mL). The mixture was stirred for 1 hour at r.t. and solvent was removed. The residue was purified by silica gel chromatography eluted with 40% EtOAc/hexane containing 1% of AcOH to give 10 mg the title compound as a white foam.